Dataset: the Open Reaction Database (ORD), a public repository of structured organic reaction records. Task: describe an organic reaction: reactants, conditions, products, and yield Starting materials: C(C)(C)(C)O[K] (tert-Butoxypotassium), C(CCCCC(=O)O)(=O)O (adipic acid). Solvent: CO (methanol). Yields the product C(CCCCC(=O)[O-])(=O)[O-].[K+].[K+] (dipotassium adipate). As a reaction SMILES: C(O[K:6])(C)(C)C.[C:7]([OH:16])(=[O:15])[CH2:8][CH2:9][CH2:10][CH2:11][C:12]([OH:14])=[O:13]>CO>[C:7]([O-:16])(=[O:15])[CH2:8][CH2:9][CH2:10][CH2:11][C:12]([O-:14])=[O:13].[K+:6].[K+:6] |f:3.4.5|. Procedure details: tert-Butoxypotassium (7.68 g, 68.4 mmol) was dissolved in methanol (100 mL) and then adipic acid (5.0 g, 34.2 mmol) was added to the solution. After stirring the reaction mixture at room temperature for a while, the mixture was concentrated and the residue dried to give dipotassium adipate. Starting materials: COC(=O)C(=O)c1ccc(OCC(=O)c2cccc3ccccc23)cc1, CO, [Na+], C1CCOC1, [OH-], O. Product: O=C(O)C(=O)c1ccc(OCC(=O)c2cccc3ccccc23)cc1. As a reaction SMILES: [CH3:1][O:2][C:3]([C:4]([c:5]1[cH:6][cH:7][c:8]([O:11][CH2:12][C:13](=[O:14])[c:15]2[cH:16][cH:17][cH:18][c:19]3[cH:20][cH:21][cH:22][cH:23][c:24]23)[cH:9][cH:10]1)=[O:25])=[O:26].[CH3:30][OH:31].[Na+:28].[O:32]1[CH2:33][CH2:34][CH2:35][CH2:36]1.[OH-:27].[OH2:29]>>[O:2]=[C:3]([C:4]([c:5]1[cH:6][cH:7][c:8]([O:11][CH2:12][C:13](=[O:14])[c:15]2[cH:16][cH:17][cH:18][c:19]3[cH:20][cH:21][cH:22][cH:23][c:24]23)[cH:9][cH:10]1)=[O:25])[OH:26]. The reactants are BrC1=C(C=C(C=C1)C1=NOC(=N1)C)C (3-(4-bromo-3-methylphenyl)-5-methyl-[1,2,4]oxadiazole), CC1=C(C=C(C=C1)NC(=O)C1=COC=C1)B1OC(C(O1)(C)C)(C)C (N-[4-methyl-3-(4,4,5,5,-tetramethyl-[1,3,2]dioxaborolan-2-yl)-phenyl]-3-furamide), CC1=C(C=C(C=C1)NC(=O)C1=COC=C1)B1OC(C(O1)(C)C)(C)C (N-[4-methyl-3-(4,4,5,5,-tetramethyl-[1,3,2]dioxaborolan-2-yl)-phenyl]-3-furamide). Run in CN(C)C=O (DMF). Product: CC1=CC=C(C=C1C1=C(C=C(C=C1)C1=NOC(=N1)C)C)NC(=O)C1=COC=C1 (Furan-3-carboxylic acid[6,2′-dimethyl-4′-(5-methyl-[1,2,4]oxadiazol-3-yl)-biphenyl-3-yl]-amide). As a reaction SMILES: Br[C:2]1[CH:7]=[CH:6][C:5]([C:8]2[N:12]=[C:11]([CH3:13])[O:10][N:9]=2)=[CH:4][C:3]=1[CH3:14].[CH3:15][C:16]1[CH:21]=[CH:20][C:19]([NH:22][C:23]([C:25]2[CH:29]=[CH:28][O:27][CH:26]=2)=[O:24])=[CH:18][C:17]=1B1OC(C)(C)C(C)(C)O1>CN(C=O)C>[CH3:15][C:16]1[C:17]([C:2]2[CH:7]=[CH:6][C:5]([C:8]3[N:12]=[C:11]([CH3:13])[O:10][N:9]=3)=[CH:4][C:3]=2[CH3:14])=[CH:18][C:19]([NH:22][C:23]([C:25]2[CH:29]=[CH:28][O:27][CH:26]=2)=[O:24])=[CH:20][CH:21]=1. Procedure details: Example 30 was prepared using 3-(4-bromo-3-methylphenyl)-5-methyl-[1,2,4]oxadiazole and N-[4-methyl-3-(4,4,5,5,-tetramethyl-[1,3,2]dioxaborolan-2-yl)-phenyl]-3-furamide (Intermediate 25) using DMF as the solvent. Conditions: time 2 hour. The yield is 105.1%. Procedure details: A mixture of 3-formyl-8-nitroquinoline (65 mg) and ethyl (triphenylphosphoranilidene)acetate (123 mg) in dichloromethane (3 ml) was stirred for 2 hours at ambient temperature. The mixture was concentrated in vacuo, and the residue was purified by column chromatography on silica gel (ethyl acetate-n-hexane) to give 3-((E)-2-ethoxycarbonylvinyl)-8-nitroquinoline (92 mg). The product is C(C)OC(=O)/C=C/C=1C=NC2=C(C=CC=C2C1)[N+](=O)[O-] (3-((E)-2-ethoxycarbonylvinyl)-8-nitroquinoline). Solvent: ClCCl (dichloromethane). As a reaction SMILES: [CH:1]([C:3]1[CH:4]=[N:5][C:6]2[C:11]([CH:12]=1)=[CH:10][CH:9]=[CH:8][C:7]=2[N+:13]([O-:15])=[O:14])=O.[CH3:16][CH2:17][O:18][C:19]([CH:21]=P(C1C=CC=CC=1)(C1C=CC=CC=1)C1C=CC=CC=1)=[O:20]>ClCCl>[CH2:17]([O:18][C:19](/[CH:21]=[CH:1]/[C:3]1[CH:4]=[N:5][C:6]2[C:11]([CH:12]=1)=[CH:10][CH:9]=[CH:8][C:7]=2[N+:13]([O-:15])=[O:14])=[O:20])[CH3:16]. Reactants: C(=O)C=1C=NC2=C(C=CC=C2C1)[N+](=O)[O-] (3-formyl-8-nitroquinoline), CCOC(=O)C=P(C1=CC=CC=C1)(C2=CC=CC=C2)C3=CC=CC=C3 (ethyl (triphenylphosphoranilidene)acetate). The reactants are BrC1=C(C=C2C(=NNC2=C1)C1=CC=NC=C1)F (6-bromo-5-fluoro-3-(4-pyridinyl)-1H-indazole), BrC1=C(C=C2C(=NNC2=C1)C1=CC=NC=C1)F (6-bromo-5-fluoro-3-(4-pyridinyl)-1H-indazole), C1(CC1)NC(C1=CC(=C(C=C1)C)B1OC(C(O1)(C)C)(C)C)=O (N-cyclopropyl-4-methyl-3-(4,4,5,5-tetramethyl-1,3,2-dioxaborolan-2-yl)benzamide), C(O)([O-])=O.[Na+] (sodium hydrogen carbonate). The reagents and catalysts are C=1C=CC(=CC1)[P](C=2C=CC=CC2)(C=3C=CC=CC3)[Pd]([P](C=4C=CC=CC4)(C=5C=CC=CC5)C=6C=CC=CC6)([P](C=7C=CC=CC7)(C=8C=CC=CC8)C=9C=CC=CC9)[P](C=1C=CC=CC1)(C=1C=CC=CC1)C=1C=CC=CC1 (tetrakis(triphenylphosphine)palladium(0)). Run in C(C)(C)O (isopropanol). Run at temperature 150 celsius, time 15 minute. Yields the product C1(CC1)NC(C1=CC(=C(C=C1)C)C1=C(C=C2C(=NNC2=C1)C1=CC=NC=C1)F)=O (N-Cyclopropyl-3-[5-fluoro-3-(4-pyridinyl)-1H-indazol-6-yl]-4-methylbenzamide). Yield: 36.7%. As a reaction SMILES: Br[C:2]1[CH:10]=[C:9]2[C:5]([C:6]([C:11]3[CH:16]=[CH:15][N:14]=[CH:13][CH:12]=3)=[N:7][NH:8]2)=[CH:4][C:3]=1[F:17].[CH:18]1([NH:21][C:22](=[O:39])[C:23]2[CH:28]=[CH:27][C:26]([CH3:29])=[C:25](B3OC(C)(C)C(C)(C)O3)[CH:24]=2)[CH2:20][CH2:19]1.C(=O)([O-])O.[Na+]>C(O)(C)C.C1C=CC([P]([Pd]([P](C2C=CC=CC=2)(C2C=CC=CC=2)C2C=CC=CC=2)([P](C2C=CC=CC=2)(C2C=CC=CC=2)C2C=CC=CC=2)[P](C2C=CC=CC=2)(C2C=CC=CC=2)C2C=CC=CC=2)(C2C=CC=CC=2)C2C=CC=CC=2)=CC=1>[CH:18]1([NH:21][C:22](=[O:39])[C:23]2[CH:28]=[CH:27][C:26]([CH3:29])=[C:25]([C:2]3[CH:10]=[C:9]4[C:5]([C:6]([C:11]5[CH:16]=[CH:15][N:14]=[CH:13][CH:12]=5)=[N:7][NH:8]4)=[CH:4][C:3]=3[F:17])[CH:24]=2)[CH2:19][CH2:20]1 |f:2.3,^1:52,54,73,92|. Procedure details: A suspension of 6-bromo-5-fluoro-3-(4-pyridinyl)-1H-indazole (Intermediate 4, 20 mg), N-cyclopropyl-4-methyl-3-(4,4,5,5-tetramethyl-1,3,2-dioxaborolan-2-yl)benzamide (21 mg), tetrakis(triphenylphosphine)palladium(0) (2 mg) and aqueous sodium hydrogen carbonate (1M, 1 ml) in isopropanol (2 ml) was stirred in a microwave oven at 150° C. for 15 min. The mixture was partitioned between water and ethyl acetate and the organic layer was washed with water and brine, dried using a hydrophobic filter tub... The reactants are [C@H]1(CCC2=CC=CC=C12)NC1=NC2=CC=C(C=C2C=C1)NC(=S)N ([2-((R)-Indan-1-ylamino)-quinolin-6-yl]-thiourea), CI (Methyliodide). Run in CC(=O)C (acetone), O1CCCC1 (tetrahydrofuran). Run at time 3 hour. The product is I.[C@H]1(CCC2=CC=CC=C12)NC1=NC2=CC=C(C=C2C=C1)NC(SC)=N (1-[2-((R)-Indan-1-ylamino)-quinolin-6-yl]-2-methyl-isothiourea hydroiodide). The yield is 84.0%. Reaction SMILES: [C@H:1]1([NH:10][C:11]2[CH:20]=[CH:19][C:18]3[C:13](=[CH:14][CH:15]=[C:16]([NH:21][C:22]([NH2:24])=[S:23])[CH:17]=3)[N:12]=2)[C:9]2[C:4](=[CH:5][CH:6]=[CH:7][CH:8]=2)[CH2:3][CH2:2]1.[CH3:25][I:26]>CC(C)=O.O1CCCC1>[IH:26].[C@H:1]1([NH:10][C:11]2[CH:20]=[CH:19][C:18]3[C:13](=[CH:14][CH:15]=[C:16]([NH:21][C:22](=[NH:24])[S:23][CH3:25])[CH:17]=3)[N:12]=2)[C:9]2[C:4](=[CH:5][CH:6]=[CH:7][CH:8]=2)[CH2:3][CH2:2]1 |f:4.5|. Procedure: [2-((R)-Indan-1-ylamino)-quinolin-6-yl]-thiourea (600 mg, 1.8 mmol) was dissolved in 20 mL acetone and 10 mL tetrahydrofuran. Methyliodide (306 mg, 2.2 mmol) was added and the reaction mixture was stirred at room temperature for 3 h. The solvent was evaporated and the residue was recrystallized from dichloromethane and diethylether. The title compound (720 mg, 84%) was obtained as a yellow solid; MS: m/e=349.4 (M+H+). Starting materials: O (water), C([O-])([O-])=O.[Cs+].[Cs+] (Caesium carbonate), OCC1=CC=C(C=C1)O (4-hydroxymethyl-phenol), BrCC(OCC)OCC (2-bromo-1,1-diethoxyethane). Solvent: CN(C)C=O (DMF). Conditions: temperature 90 celsius, time 16 hour. The product is C(C)OC(COC1=CC=C(C=C1)CO)OCC ([4-(2,2-Diethoxy-ethoxy)-phenyl]-methanol). RXN SMILES: C(=O)([O-])[O-].[Cs+].[Cs+].[OH:7][CH2:8][C:9]1[CH:14]=[CH:13][C:12]([OH:15])=[CH:11][CH:10]=1.Br[CH2:17][CH:18]([O:22][CH2:23][CH3:24])[O:19][CH2:20][CH3:21].O>CN(C=O)C>[CH2:20]([O:19][CH:18]([O:22][CH2:23][CH3:24])[CH2:17][O:15][C:12]1[CH:13]=[CH:14][C:9]([CH2:8][OH:7])=[CH:10][CH:11]=1)[CH3:21] |f:0.1.2|. Procedure: Caesium carbonate (39.4 g) was added to a solution of 4-hydroxymethyl-phenol (10 g) and 2-bromo-1,1-diethoxyethane (12.73 mL) in DMF (200 mL) and the resulting mixture stirred at 90° C. for 16 h. The reaction was poured into water (500 mL) and extracted with ethyl acetate (3×250 mL). The combined organic solutions were washed with water (250 mL) and brine (250 mL), then dried over sodium sulphate, filtered and evaporated in vacuo. Purification was by silica gel chromatography eluting with an iso... Yield: 35.6%. Reaction conditions: time 8 hour. Solvent: C1CCOC1 (THF). As a reaction SMILES: [CH3:1][C:2]1[CH:11]=[CH:10][C:5]2[NH:6][C:7](=[S:9])[O:8][C:4]=2[CH:3]=1.IC.[C:14](=O)([O-])[O-].[K+].[K+]>C1COCC1>[CH3:1][C:2]1[CH:11]=[CH:10][C:5]2[N:6]=[C:7]([S:9][CH3:14])[O:8][C:4]=2[CH:3]=1 |f:2.3.4|. The product is CC1=CC2=C(N=C(O2)SC)C=C1 (6-methyl-2-(methylsulfanyl)-1,3-benzoxazole), solid. Procedure: 6-Methyl-1,3-benzoxazole-2(3H)-thione (375 mg, 2.27 mmol) was dissolved in THF (2.0 mL), and iodomethane (1610.8 mg, 11.35 mmol) and potassium carbonate (627.36 mg, 4.54 mmol) were added. This reaction mixture was stirred vigorously at rt overnight. The reaction mixture was filtered and the solid was rinsed with additional THF. The filtrate was concentrated in vacuo to a yellow solid. The solid was partitioned between ethyl acetate and water. The organic layer was separated and washed with brine... Starting materials: CC1=CC2=C(NC(O2)=S)C=C1 (6-Methyl-1,3-benzoxazole-2(3H)-thione), IC (iodomethane), C([O-])([O-])=O.[K+].[K+] (potassium carbonate). Starting materials: BrC1=C(C=CC=C1)O (2-bromophenol), BrC[C@H](CCl)C ((2S)-1-bromo-3-chloro-2-methylpropane). Yields the product ClC[C@@H](COC1=C(C=CC=C1)Br)C (2-BROMOPHENYL (2R)-3-CHLORO-2-METHYLPROPYL ETHER). As a reaction SMILES: [Br:1][C:2]1[CH:7]=[CH:6][CH:5]=[CH:4][C:3]=1[OH:8].Br[CH2:10][C@@H:11]([CH3:14])[CH2:12][Cl:13]>>[Cl:13][CH2:12][C@H:11]([CH3:14])[CH2:10][O:8][C:3]1[CH:4]=[CH:5][CH:6]=[CH:7][C:2]=1[Br:1]. Procedure details: Prepared by Procedure U and Scheme AK using 2-bromophenol and (2S)-1-bromo-3-chloro-2-methylpropane. The reactants are [BH4-], CO, COC(=O)Cc1ccc(-c2ccc(C(CC3CCOCC3)c3ccc(S(=O)(=O)C4CC4)cc3)[nH]2)nc1, [Li+], C1CCOC1, O. Yields the product O=S(=O)(c1ccc(C(CC2CCOCC2)c2ccc(-c3ccc(CCO)cn3)[nH]2)cc1)C1CC1. As a reaction SMILES: [BH4-:44].[CH3:42][OH:43].[CH:1]1([S:4](=[O:5])(=[O:6])[c:7]2[cH:8][cH:9][c:10]([CH:13]([CH2:14][CH:15]3[CH2:16][CH2:17][O:18][CH2:19][CH2:20]3)[c:21]3[cH:22][cH:23][c:24](-[c:26]4[cH:27][cH:28][c:29]([CH2:32][C:33](=[O:34])[O:35][CH3:36])[cH:30][n:31]4)[nH:25]3)[cH:11][cH:12]2)[CH2:2][CH2:3]1.[Li+:45].[O:37]1[CH2:38][CH2:39][CH2:40][CH2:41]1.[OH2:46]>>[CH:1]1([S:4](=[O:5])(=[O:6])[c:7]2[cH:8][cH:9][c:10]([CH:13]([CH2:14][CH:15]3[CH2:16][CH2:17][O:18][CH2:19][CH2:20]3)[c:21]3[cH:22][cH:23][c:24](-[c:26]4[cH:27][cH:28][c:29]([CH2:32][CH2:33][OH:34])[cH:30][n:31]4)[nH:25]3)[cH:11][cH:12]2)[CH2:2][CH2:3]1.